Dataset: the Open Reaction Database (ORD), a public repository of structured organic reaction records. Task: describe an organic reaction: reactants, conditions, products, and yield Starting materials: NC1=CC=CC=C1 (aniline), C(C)OC(CC(C1CC2=CC=CC=C2CC1)=O)=O ((RS)-3-oxo-3-(1,2,3,4-tetrahydro-naphthalen-2-yl)-propionic acid ethyl ester). Reagents/catalysts: C1(=CC=C(C=C1)S(=O)(=O)O)C (p-toluene sulfonic acid). Solvent: C1(=CC=CC=C1)C (toluene). Product: C1C(CCC2=CC=CC=C12)C=1NC2=CC=CC=C2C(C1)=O ((RS)-2-(1,2,3,4-Tetrahydro-naphthalen-2-yl)-1H-quinolin-4-one). Yield: 31.6%. Reaction SMILES: [NH2:1][C:2]1[CH:7]=[CH:6][CH:5]=[CH:4][CH:3]=1.C([O:10][C:11](=O)[CH2:12][C:13](=O)[CH:14]1[CH2:23][CH2:22][C:21]2[C:16](=[CH:17][CH:18]=[CH:19][CH:20]=2)[CH2:15]1)C>C1(C)C=CC=CC=1.C1(C)C=CC(S(O)(=O)=O)=CC=1>[CH2:15]1[C:16]2[C:21](=[CH:20][CH:19]=[CH:18][CH:17]=2)[CH2:22][CH2:23][CH:14]1[C:13]1[NH:1][C:2]2[C:7]([C:11](=[O:10])[CH:12]=1)=[CH:6][CH:5]=[CH:4][CH:3]=2. Reported procedure: A mixture containing aniline (0.7 ml, 7.7 mmol), p-toluene sulfonic acid (0.037 g,0.19 mmol) and (RS)-3-oxo-3-(1,2,3,4-tetrahydro-naphthalen-2-yl)-propionic acid ethyl ester (1.9 g, 7.7 mmol) in toluene (10 ml) was refluxed for 2.5 hours, and water was removed azeotropically. Reaction mixture was concentrated, diluted with diphenylether (8 ml), refluxed for 45 min., cooled to room temperature and diluted with Et2O (150 ml). The resulting solid was filtered, washed with Et,O and CH2Cl2 to provide... Starting materials: BrCC1=C(C=O)C=CC=C1 (2-Bromomethyl-benzaldehyde), COC(CC1=CC(=C(C=C1)O)I)=O ((4-Hydroxy-3-iodo-phenyl)-acetic acid methyl ester), C(=O)([O-])[O-].[K+].[K+] (K2CO3), N[C@@H](CC1=CC=C2C=CC=CC2=C1)C(=O)O (Nal). Run in C(C)#N (acetonitrile), C(C)#N (acetonitrile), CC(=O)C.O (acetone water), C1(=CC=CC=C1)C (toluene). Conditions: time 3 hour. Yields the product COC(CC1=CC(=C(C=C1)OCC1=C(C=CC=C1)C=O)I)=O ([4-(2-Formyl-benzyloxy)-3-iodo-phenyl]-acetic acid methyl ester). The yield is 79.8%. Reaction SMILES: Br[CH2:2][C:3]1[CH:10]=[CH:9][CH:8]=[CH:7][C:4]=1[CH:5]=[O:6].[CH3:11][O:12][C:13](=[O:23])[CH2:14][C:15]1[CH:20]=[CH:19][C:18]([OH:21])=[C:17]([I:22])[CH:16]=1.C([O-])([O-])=O.[K+].[K+].N[C@H](C(O)=O)CC1C=C2C(C=CC=C2)=CC=1>C(#N)C.C1(C)C=CC=CC=1.CC(C)=O.O>[CH3:11][O:12][C:13](=[O:23])[CH2:14][C:15]1[CH:20]=[CH:19][C:18]([O:21][CH2:2][C:3]2[CH:10]=[CH:9][CH:8]=[CH:7][C:4]=2[CH:5]=[O:6])=[C:17]([I:22])[CH:16]=1 |f:2.3.4,8.9|. Reported procedure: 2-Bromomethyl-benzaldehyde (11 g, 55.26 mmol) in acetonitrile (132 ml) was added to a solution of (4-Hydroxy-3-iodo-phenyl)-acetic acid methyl ester (16.06 g, 55 mmol), K2CO3 (8.36 g, 60.50 mmol) and Nal (2.07 g, 13.80 mmol) in acetonitrile (88 ml). The mixture was heated to reflux temperature and was stirred at this temperature for 3 hours. Once the mixture cooled down to room temperature, it was filtered and was then concentrated to dryness to obtain a residue that was diluted in toluene (212 ... Reactants: O=C(n1ccnc1)n1ccnc1, COCCc1noc(C(CCCC2CCCCC2)CC(=O)O)n1, Cl, NO, C1CCOC1. Yields the product COCCc1noc(C(CCCC2CCCCC2)CC(=O)NO)n1. RXN SMILES: [C:24]([n:25]1[cH:26][cH:27][n:28][cH:29]1)([n:30]1[cH:31][cH:32][n:33][cH:34]1)=[O:35].[CH:1]1([CH2:7][CH2:8][CH2:9][CH:10]([CH2:11][C:12](=[O:13])[OH:14])[c:15]2[n:16][c:17]([CH2:20][CH2:21][O:22][CH3:23])[n:18][o:19]2)[CH2:2][CH2:3][CH2:4][CH2:5][CH2:6]1.[ClH:36].[NH2:37][OH:38].[O:39]1[CH2:40][CH2:41][CH2:42][CH2:43]1>>[CH:1]1([CH2:7][CH2:8][CH2:9][CH:10]([CH2:11][C:12](=[O:13])[NH:37][OH:38])[c:15]2[n:16][c:17]([CH2:20][CH2:21][O:22][CH3:23])[n:18][o:19]2)[CH2:2][CH2:3][CH2:4][CH2:5][CH2:6]1. Reactants: CS(=O)(=O)Cl (Methanesulfonyl chloride), NCCCCN1C(=NC=2C(=NC=3C=C(C=CC3C21)OCC2=CC=CC=C2)N)CC (1-(4-Aminobutyl)-7-benzyloxy-2-ethyl-1H-imidazo[4,5-c]quinolin-4-amine), C([O-])([O-])=O.[Na+].[Na+] (sodium carbonate). The solvent is C(Cl)(Cl)Cl (chloroform). Conditions: time 18 hour. Product: NC1=NC=2C=C(C=CC2C2=C1N=C(N2CCCCNS(=O)(=O)C)CC)OCC2=CC=CC=C2 (N-[4-(4-Amino-7-benzyloxy-2-ethyl-1H-imidazo[4,5-c]quinolin-1-yl)butyl]methanesulfonamide). Yield: 35.2%. Reaction SMILES: [NH2:1][CH2:2][CH2:3][CH2:4][CH2:5][N:6]1[C:18]2[C:17]3[CH:16]=[CH:15][C:14]([O:19][CH2:20][C:21]4[CH:26]=[CH:25][CH:24]=[CH:23][CH:22]=4)=[CH:13][C:12]=3[N:11]=[C:10]([NH2:27])[C:9]=2[N:8]=[C:7]1[CH2:28][CH3:29].[CH3:30][S:31](Cl)(=[O:33])=[O:32].C(=O)([O-])[O-].[Na+].[Na+]>C(Cl)(Cl)Cl>[NH2:27][C:10]1[C:9]2[N:8]=[C:7]([CH2:28][CH3:29])[N:6]([CH2:5][CH2:4][CH2:3][CH2:2][NH:1][S:31]([CH3:30])(=[O:33])=[O:32])[C:18]=2[C:17]2[CH:16]=[CH:15][C:14]([O:19][CH2:20][C:21]3[CH:22]=[CH:23][CH:24]=[CH:25][CH:26]=3)=[CH:13][C:12]=2[N:11]=1 |f:2.3.4|. Procedure details: 1-(4-Aminobutyl)-7-benzyloxy-2-ethyl-1H-imidazo[4,5-c]quinolin-4-amine (7.0 g, 18 mmol) was mixed with chloroform (180 mL), and the suspension was cooled with an ice/water bath. Methanesulfonyl chloride (1.59 mL, 20.5 mmol) was added dropwise, and the reaction was stirred for 18 hours. Saturated aqueous sodium carbonate was added to the solution, and the layers were separated. The precipitate in the aqueous layer was isolated by filtration, washed with ethanol and diethyl ether, and recrystalliz... Reactants: CCOC(=O)C1CC(O[Si](C)(C)C(C)(C)C)CC1CO, Oc1ccc(F)cc1. The product is CCOC(=O)C1CC(O[Si](C)(C)C(C)(C)C)CC1COc1ccc(F)cc1. RXN SMILES: [CH2:1]([CH3:2])[O:3][C:4](=[O:5])[CH:6]1[CH:7]([CH2:19][OH:20])[CH2:8][CH:9]([O:11][Si:12]([CH3:13])([CH3:14])[C:15]([CH3:16])([CH3:17])[CH3:18])[CH2:10]1.[F:21][c:22]1[cH:23][cH:24][c:25]([OH:28])[cH:26][cH:27]1>>[CH2:1]([CH3:2])[O:3][C:4](=[O:5])[CH:6]1[CH:7]([CH2:19][O:20][c:25]2[cH:24][cH:23][c:22]([F:21])[cH:27][cH:26]2)[CH2:8][CH:9]([O:11][Si:12]([CH3:13])([CH3:14])[C:15]([CH3:16])([CH3:17])[CH3:18])[CH2:10]1. Starting materials: B, Cc1cc(N2CCC(C(=O)N3CCN(S(=O)(=O)c4ccc(Br)cc4)CC3)CC2)ncn1, C1CCOC1, CSC, Cl, [Na+], [OH-]. Yields the product Cc1cc(N2CCC(CN3CCN(S(=O)(=O)c4ccc(Br)cc4)CC3)CC2)ncn1. RXN SMILES: [BH3:35].[Br:1][c:2]1[cH:3][cH:4][c:5]([S:8](=[O:9])(=[O:10])[N:11]2[CH2:12][CH2:13][N:14]([C:17](=[O:18])[CH:19]3[CH2:20][CH2:21][N:22]([c:25]4[n:26][cH:27][n:28][c:29]([CH3:31])[cH:30]4)[CH2:23][CH2:24]3)[CH2:15][CH2:16]2)[cH:6][cH:7]1.[CH2:39]1[O:40][CH2:41][CH2:42][CH2:43]1.[CH3:32][S:33][CH3:34].[ClH:36].[Na+:38].[OH-:37]>>[Br:1][c:2]1[cH:3][cH:4][c:5]([S:8](=[O:9])(=[O:10])[N:11]2[CH2:12][CH2:13][N:14]([CH2:17][CH:19]3[CH2:20][CH2:21][N:22]([c:25]4[n:26][cH:27][n:28][c:29]([CH3:31])[cH:30]4)[CH2:23][CH2:24]3)[CH2:15][CH2:16]2)[cH:6][cH:7]1. Reactants: CC(C)(C)[Si](OCCC1(CCO)CCCCC1)(c1ccccc1)c1ccccc1, CCCCP(CCCC)CCCC, CC(C)(O)C#N, c1ccccc1. Yields the product CC(C)(C)[Si](OCCC1(CCC#N)CCCCC1)(c1ccccc1)c1ccccc1. As a reaction SMILES: [C:1]([CH3:2])([CH3:3])([CH3:4])[Si:5]([O:6][CH2:7][CH2:8][C:9]1([CH2:15][CH2:16][OH:17])[CH2:10][CH2:11][CH2:12][CH2:13][CH2:14]1)([c:18]1[cH:19][cH:20][cH:21][cH:22][cH:23]1)[c:24]1[cH:25][cH:26][cH:27][cH:28][cH:29]1.[CH2:36]([P:37]([CH2:38][CH2:39][CH2:40][CH3:41])[CH2:42][CH2:43][CH2:44][CH3:45])[CH2:46][CH2:47][CH3:48].[CH3:30][C:31]([C:32]#[N:33])([CH3:34])[OH:35].[cH:49]1[cH:50][cH:51][cH:52][cH:53][cH:54]1>>[C:1]([CH3:2])([CH3:3])([CH3:4])[Si:5]([O:6][CH2:7][CH2:8][C:9]1([CH2:15][CH2:16][C:32]#[N:33])[CH2:10][CH2:11][CH2:12][CH2:13][CH2:14]1)([c:18]1[cH:19][cH:20][cH:21][cH:22][cH:23]1)[c:24]1[cH:25][cH:26][cH:27][cH:28][cH:29]1. Starting materials: C1(CCCC1)C=CC(CC(=O)OCC)C (ethyl 5-cyclopentyl-3-methylpent-4-enoate), [H-].[Al+3].[Li+].[H-].[H-].[H-] (lithium aluminum hydride), O (Water), [OH-].[Na+] (NaOH), O (water). The solvent is C(C)OCC (diethyl ether), solvent. Product: C1(CCCC1)C=CC(CCO)C (5-cyclopentyl-3-methylpent-4-en-1-ol). The yield is 59.0%. As a reaction SMILES: [CH:1]1([CH:6]=[CH:7][CH:8]([CH3:15])[CH2:9][C:10](OCC)=[O:11])[CH2:5][CH2:4][CH2:3][CH2:2]1.[H-].[Al+3].[Li+].[H-].[H-].[H-].O.[OH-].[Na+]>C(OCC)C>[CH:1]1([CH:6]=[CH:7][CH:8]([CH3:15])[CH2:9][CH2:10][OH:11])[CH2:5][CH2:4][CH2:3][CH2:2]1 |f:1.2.3.4.5.6,8.9|. Procedure details: A solution of ethyl 5-cyclopentyl-3-methylpent-4-enoate (16.8 g; 80 mmol; obtained according to Streinz, L., Romanuk, M., Sorm, F., Sehnal, F. DE 2 444 837, priority 20.09.1973) in diethyl ether (30 ml) was added dropwise to a suspension of lithium aluminum hydride (3.0 g; 80 mmol) in the same solvent (110 ml), and the reaction mixture was stirred at reflux for 1 hour. Water (3.5 ml), then 15% NaOH solution, and again water (3.5 ml) were added, the precipitate filtered off and washed with MTBE (... Reactants: NC1=C(C=C(C(=O)OCC)C=C1)NCC1=C(C=C(C=C1)Cl)Cl (ethyl 4-amino3-(2,4-dichlorobenzylamino)benzoate), CN(C1=CC=CC=C1)C (dimethylaniline), C(C(=O)Cl)(=O)Cl (oxalyl dichloride). The solvent is C1(=CC=CC=C1)C (toluene). Run at time 1.5 hour. The product is ClC1=C(CN2C(C(NC3=CC=C(C=C23)C(=O)OCC)=O)=O)C=CC(=C1)Cl (1-(2,4-Dichlorobenzyl)-7-(ethoxycarbonyl)-2,3(1H,4H)-quinoxalinedione). RXN SMILES: [NH2:1][C:2]1[CH:12]=[CH:11][C:5]([C:6]([O:8][CH2:9][CH3:10])=[O:7])=[CH:4][C:3]=1[NH:13][CH2:14][C:15]1[CH:20]=[CH:19][C:18]([Cl:21])=[CH:17][C:16]=1[Cl:22].CN(C)C1C=CC=CC=1.[C:32](Cl)(=[O:36])[C:33](Cl)=[O:34]>C1(C)C=CC=CC=1>[Cl:22][C:16]1[CH:17]=[C:18]([Cl:21])[CH:19]=[CH:20][C:15]=1[CH2:14][N:13]1[C:3]2[C:2](=[CH:12][CH:11]=[C:5]([C:6]([O:8][CH2:9][CH3:10])=[O:7])[CH:4]=2)[NH:1][C:33](=[O:34])[C:32]1=[O:36]. Procedure details: To a solution of ethyl 4-amino3-(2,4-dichlorobenzylamino)benzoate (1.53 g) and dimethylaniline (0.71 g) in toluene was added oxalyl dichloride (0.51 ml). After stirring at room temperature for 1.5 hr, ice was added to the reaction mixture. The toluene layer was separated and washed with 6N hydrochloric acid. The toluene layer was concentrated, and the residue was washed with methyl t-butyl ether and dried to give the object compound (1.03 g) as white crystals.